Dataset: the Open Reaction Database (ORD), a public repository of structured organic reaction records. Task: describe an organic reaction: reactants, conditions, products, and yield Starting materials: ClC=1C=C(C=C(C1)Cl)SC1=C(N=C(N1C)CO)C(C)C ([5-(3,5-dichlorophenylthio)-4-isopropyl-1-methyl-1H-imidazol-2-yl]methanol), CN=C=O (methylisocyanate), CCCC[Sn](CCCC)(CCCC)O[Sn](CCCC)(CCCC)CCCC (bis(tributyltin)oxide). The solvent is O1CCCC1 (tetrahydrofuran). Conditions: time 2.5 hour. Product: ClC=1C=C(C=C(C1)Cl)SC1=C(N=C(N1C)COC(NC)=O)C(C)C (5-(3,5-Dichlorophenylthio)-4-isopropyl-1-methyl-2-(N-methylcarbamoyl)oxymethyl-1H-imidazole). Yield: 98.0%. As a reaction SMILES: [Cl:1][C:2]1[CH:3]=[C:4]([S:9][C:10]2[N:14]([CH3:15])[C:13]([CH2:16][OH:17])=[N:12][C:11]=2[CH:18]([CH3:20])[CH3:19])[CH:5]=[C:6]([Cl:8])[CH:7]=1.[CH3:21][N:22]=[C:23]=[O:24].CCCC[Sn](O[Sn](CCCC)(CCCC)CCCC)(CCCC)CCCC>O1CCCC1>[Cl:8][C:6]1[CH:5]=[C:4]([S:9][C:10]2[N:14]([CH3:15])[C:13]([CH2:16][O:17][C:23](=[O:24])[NH:22][CH3:21])=[N:12][C:11]=2[CH:18]([CH3:20])[CH3:19])[CH:3]=[C:2]([Cl:1])[CH:7]=1. Procedure details: In dry tetrahydrofuran (6 ml)was dissolved 0.300 g (0.91 mmol)of [5-(3,5-dichlorophenylthio)-4-isopropyl-1-methyl-1H-imidazol-2-yl]methanol (Compound I-8)and 0.48 ml (8.15 mmol) of methylisocyanate. To this solution was added 0.04 ml of bis(tributyltin)oxide, and the mixture was stirred at room temperature for 2.5 hours. The reaction mixture was concentrated under reduced pressure. The residue was fractionated by silica gel chromatography (acetone:methylene chloride=1:4), and recrystallized from... The reactants are [N+](=O)([O-])C=1C=CC(=NC1)OC=1C=C2CCC(OC2=CC1)C1=CC=CC=C1 (5-nitro-2-(2-phenylchroman-6-yloxy)pyridine), ClC1=C(C=CC(=C1)Cl)C1OC2=CC=C(C=C2CC1)O (2-(2,4-dichlorophenyl)chroman-6-ol). Yields the product ClC1=C(C=CC(=C1)Cl)C1OC2=CC=C(C=C2CC1)OC1=NC=C(C=C1)[N+](=O)[O-] (2-[2-(2,4-dichlorophenyl)chroman-6-yloxy]-5-nitropyridine). RXN SMILES: [N+:1]([C:4]1[CH:5]=[CH:6][C:7](OC2C=C3C(=CC=2)OC(C2C=CC=CC=2)CC3)=[N:8][CH:9]=1)([O-:3])=[O:2].[Cl:27][C:28]1[CH:33]=[C:32]([Cl:34])[CH:31]=[CH:30][C:29]=1[CH:35]1[CH2:44][CH2:43][C:42]2[C:37](=[CH:38][CH:39]=[C:40]([OH:45])[CH:41]=2)[O:36]1>>[Cl:27][C:28]1[CH:33]=[C:32]([Cl:34])[CH:31]=[CH:30][C:29]=1[CH:35]1[CH2:44][CH2:43][C:42]2[C:37](=[CH:38][CH:39]=[C:40]([O:45][C:7]3[CH:6]=[CH:5][C:4]([N+:1]([O-:3])=[O:2])=[CH:9][N:8]=3)[CH:41]=2)[O:36]1. Reported procedure: 2-[2-(2,4-dichlorophenyl)chroman-6-yloxy]-5-nitropyridine was prepared as described for 5-nitro-2-(2-phenylchroman-6-yloxy)pyridine in Example 1(b) starting from 530 mg of 2-(2,4-dichlorophenyl)chroman-6-ol. The product was purified on preparative TLC-plate covered with silica gel using heptane-ethyl acetate (3:1) as an eluant. 1H NMR (400 MHz, CDCl3) δ: 9.06 (d, 1H, J 2.7 Hz), 8.47 (dd, 1H, J 9.0, 2.7 Hz), 7.56 (d, 1H, J 8.4 Hz), 7.41 (d, 1H, J 2.0 Hz), 7.33 (dd, 1H, J 8.4, 2.0 Hz) 7.02 (d, 1H,...